From a dataset of the Open Reaction Database (ORD), a public repository of structured organic reaction records. describe an organic reaction: reactants, conditions, products, and yield Reactants: CC(=O)OC(C)=O, O=CO, COc1ccc2[nH]cc(CCN)c2c1Cl. Product: COc1ccc2[nH]cc(CCNC=O)c2c1Cl. RXN SMILES: [CH3:1][C:2](=[O:3])[O:4][C:5](=[O:6])[CH3:7].[CH:23]([OH:24])=[O:25].[NH2:8][CH2:9][CH2:10][c:11]1[cH:12][nH:13][c:14]2[cH:15][cH:16][c:17]([O:21][CH3:22])[c:18]([Cl:20])[c:19]12>>[CH:2](=[O:3])[NH:8][CH2:9][CH2:10][c:11]1[cH:12][nH:13][c:14]2[cH:15][cH:16][c:17]([O:21][CH3:22])[c:18]([Cl:20])[c:19]12. Starting materials: [C-]#N, CS(C)=O, [K+], Cc1nc(N)nc(O)c1Sc1ccc(CCl)cc1, CN(C)C=O, O. Yields the product Cc1nc(N)nc(O)c1Sc1ccc(CC#N)cc1. As a reaction SMILES: [C-:19]#[N:20].[CH3:28][S:29]([CH3:30])=[O:31].[K+:21].[NH2:1][c:2]1[n:3][c:4]([CH3:18])[c:5]([S:9][c:10]2[cH:11][cH:12][c:13]([CH2:16][Cl:17])[cH:14][cH:15]2)[c:6]([OH:8])[n:7]1.[O:23]=[CH:24][N:25]([CH3:26])[CH3:27].[OH2:22]>>[NH2:1][c:2]1[n:3][c:4]([CH3:18])[c:5]([S:9][c:10]2[cH:11][cH:12][c:13]([CH2:16][C:19]#[N:20])[cH:14][cH:15]2)[c:6]([OH:8])[n:7]1. Starting materials: CCCNC(Cc1ccc(OCCNC(=O)c2ccc(-c3ccccn3)cc2)cc1)C(=O)OC, [Na+], [OH-]. The product is CCCNC(Cc1ccc(OCCNC(=O)c2ccc(-c3ccccn3)cc2)cc1)C(=O)O. As a reaction SMILES: [CH2:1]([CH2:2][CH3:3])[NH:4][CH:5]([C:6](=[O:7])[O:8][CH3:9])[CH2:10][c:11]1[cH:12][cH:13][c:14]([O:17][CH2:18][CH2:19][NH:20][C:21]([c:22]2[cH:23][cH:24][c:25](-[c:28]3[n:29][cH:30][cH:31][cH:32][cH:33]3)[cH:26][cH:27]2)=[O:34])[cH:15][cH:16]1.[Na+:36].[OH-:35]>>[CH2:1]([CH2:2][CH3:3])[NH:4][CH:5]([C:6](=[O:7])[OH:8])[CH2:10][c:11]1[cH:12][cH:13][c:14]([O:17][CH2:18][CH2:19][NH:20][C:21]([c:22]2[cH:23][cH:24][c:25](-[c:28]3[n:29][cH:30][cH:31][cH:32][cH:33]3)[cH:26][cH:27]2)=[O:34])[cH:15][cH:16]1. The reactants are F[B-](F)(F)F, CN(C)C=O, CCN(C(C)C)C(C)C, CC(C)(C)OC(=O)NC(Cc1ccccc1)CC(O)C(N)Cc1ccccc1, NCCC1CNCCO1, O, Cc1c(O)cccc1C(=O)O, On1nnc2ccccc21, CN(C)C(On1nnc2ccccc21)=[N+](C)C. The product is Cc1c(O)cccc1C(=O)NC(Cc1ccccc1)C(O)CC(Cc1ccccc1)NC(=O)OC(C)(C)C. Reaction SMILES: [B-:40]([F:41])([F:42])([F:43])[F:44].[CH3:91][N:92]([CH3:93])[CH:94]=[O:95].[CH:73]([N:74]([CH:75]([CH3:76])[CH3:77])[CH2:78][CH3:79])([CH3:80])[CH3:81].[NH2:1][CH:2]([CH2:3][c:4]1[cH:5][cH:6][cH:7][cH:8][cH:9]1)[CH:10]([CH2:11][CH:12]([CH2:13][c:14]1[cH:15][cH:16][cH:17][cH:18][cH:19]1)[NH:20][C:21](=[O:22])[O:23][C:24]([CH3:25])([CH3:26])[CH3:27])[OH:28].[NH2:82][CH2:83][CH2:84][CH:85]1[CH2:86][NH:87][CH2:88][CH2:89][O:90]1.[OH2:62].[OH:29][c:30]1[c:31]([CH3:39])[c:32]([C:33](=[O:34])[OH:35])[cH:36][cH:37][cH:38]1.[OH:63][n:64]1[c:65]2[cH:66][cH:67][cH:68][cH:69][c:70]2[n:71][n:72]1.[n:45]1([O:46][C:47]([N:48]([CH3:49])[CH3:50])=[N+:51]([CH3:52])[CH3:53])[c:54]2[cH:55][cH:56][cH:57][cH:58][c:59]2[n:60][n:61]1>>[NH:1]([CH:2]([CH2:3][c:4]1[cH:5][cH:6][cH:7][cH:8][cH:9]1)[CH:10]([CH2:11][CH:12]([CH2:13][c:14]1[cH:15][cH:16][cH:17][cH:18][cH:19]1)[NH:20][C:21](=[O:22])[O:23][C:24]([CH3:25])([CH3:26])[CH3:27])[OH:28])[C:33]([c:32]1[c:31]([CH3:39])[c:30]([OH:29])[cH:38][cH:37][cH:36]1)=[O:34]. Reactants: Brc1cnc2c(c1)CNCCN2, CS(=O)(=O)Cl, ClCCl. RXN SMILES: [Br:1][c:2]1[cH:3][c:4]2[c:5]([n:11][cH:12]1)[NH:6][CH2:7][CH2:8][NH:9][CH2:10]2.[CH3:13][S:14]([Cl:15])(=[O:16])=[O:17].[Cl:18][CH2:19][Cl:20]>>[Br:1][c:2]1[cH:3][c:4]2[c:5]([n:11][cH:12]1)[NH:6][CH2:7][CH2:8][N:9]([S:14]([CH3:13])(=[O:16])=[O:17])[CH2:10]2. Product: CS(=O)(=O)N1CCNc2ncc(Br)cc2C1. The reactants are C1(=CC=CC=C1)NC(CCCCCCC(=O)C1=CC=C(C=C1)C1=CC=CC=C1)=O (N-Phenyl-7-[(4-biphenyl)carbonyl]heptanamide), C1(=C(C=CC=C1)N)N (1,2-phenylenediamine), NC1=CC=CC=C1 (aniline). Yields the product NC1=C(C=CC=C1)NC(CC(CCCCC(=O)C1=CC=CC2=CC=CC=C12)C)=O (N-(2-Aminophenyl)-3-Methyl-7-naphthoyl-heptanamide). Yield: 87.0%. RXN SMILES: C1(N[C:8](=[O:29])[CH2:9][CH2:10][CH2:11][CH2:12][CH2:13][CH2:14][C:15]([C:17]2[CH:22]=[CH:21][C:20]([C:23]3[CH:28]=[CH:27][CH:26]=[CH:25][CH:24]=3)=CC=2)=[O:16])C=CC=CC=1.[C:30]1([NH2:37])[CH:35]=[CH:34][CH:33]=[CH:32][C:31]=1[NH2:36].N[C:39]1C=CC=CC=1>>[NH2:36][C:31]1[CH:32]=[CH:33][CH:34]=[CH:35][C:30]=1[NH:37][C:8](=[O:29])[CH2:9][CH:10]([CH3:39])[CH2:11][CH2:12][CH2:13][CH2:14][C:15]([C:17]1[C:24]2[C:23](=[CH:28][CH:27]=[CH:26][CH:25]=2)[CH:20]=[CH:21][CH:22]=1)=[O:16]. Procedure details: Following a procedure described in Example 35, but substituting acid 193 for acid 80 1,2-phenylenediamine for aniline, the compound 198 was obtained in 87% yield. 1H NMR: (300 MHz, CD3OD): 8.05-7.91 (m, 4H), 7.67-7.53 (m, 2H), 7.10-6.68 (m, 5H), 3.33-3.31 (m, 2H), 3.19 (dd, J=6.9, 7.4 Hz, 2H), 2.47-1.29 (m, 7H), 1.05 (d, J=6.6 Hz, 3H), 13C NMR (75 MHz, CD3OD): 20.1, 25.8, 27.7, 32.1, 37.7, 39.4, 44.87, 118.6, 119.5, 124.7, 127.1, 127.8, 128.3, 128.8, 129.5, 129.6, 130.7, 131.1, 134.1, 137.1, 174... Starting materials: OO (hydrogen peroxide), S(O)(O)(=O)=O (Sulfuric acid), C(C)(=O)C1=CC=2CC3=CC=CC=C3C2C=C1 (2-acetylfluorene), C(C)(=O)OC(C)=O (acetic anhydride). Run in O (Water), C(=O)O (formic acid). Run at time 30 minute. The product is C(C)(=O)OC1=CC=2CC3=CC=CC=C3C2C=C1 (2-acetoxyfluorene). Isolated yield 83.9%. RXN SMILES: S(=O)(=O)(O)O.C([C:9]1[CH:21]=[CH:20][C:19]2[C:18]3[C:13](=[CH:14][CH:15]=[CH:16][CH:17]=3)[CH2:12][C:11]=2[CH:10]=1)(=O)C.[C:22]([O:25]C(=O)C)(=[O:24])[CH3:23].OO>O.C(O)=O>[C:22]([O:25][C:9]1[CH:21]=[CH:20][C:19]2[C:14]3[C:13](=[CH:18][CH:17]=[CH:16][CH:15]=3)[CH2:12][C:11]=2[CH:10]=1)(=[O:24])[CH3:23]. Procedure: Sulfuric acid (40 mL) was added to a mixture of 2-acetylfluorene (165 g), formic acid (320 g), acetic anhydride (120 g) and dicholoromethane (1 L), and then aqueous hydrogen peroxide (120 mL) was dropwise added thereto. The solution was stirred for 30 minutes at a room temperature, and it was heated up to 40° C. and further stirred for 5 hours. Water (1 L) was added to the reaction mixture, and the dichloromethane layer was separated. The dichloromethane layer was washed in order with a saturate...